This data is from the Open Reaction Database (ORD), a public repository of structured organic reaction records. The task is: describe an organic reaction: reactants, conditions, products, and yield Starting materials: FC(S(=O)(=O)OC1=CC2CCC(C1)N2C(=O)OC(C)(C)C)(F)F (tert-butyl 3-{[(trifluoromethyl)sulfonyl]oxy}-8-azabicyclo[3.2.1]oct-2-ene-8-carboxylate), CC1(OB(OC1(C)C)C1=CC=NC=C1)C (4-(4,4,5,5-tetramethyl-1,3,2-dioxaborolan-2-yl)pyridine), [Cl-].[Li+] (lithium chloride), P(=O)([O-])([O-])[O-].[K+].[K+].[K+] (potassium phosphate). Reagents/catalysts: CN(C)C1=CC=CC=C1C2=CC=CC=[C-]2.C1C[C@H]2C[C@@H]1CC2PC3C[C@H]4CC[C@@H]3C4.Cl[Pd+] (2′-(dimethylamino)-2-biphenylpalladium(II)chloride dinorbornylphosphine). The solvent is O1CCOCC1 (dioxane), C(C)(=O)OCC (ethyl acetate), O (Water). Reaction conditions: temperature 100 celsius. Yields the product N1=CC=C(C=C1)C1=CC2CCC(C1)N2C(=O)OC(C)(C)C (tert-butyl 3-pyridin-4-yl-8-azabicyclo[3.2.1]oct-2-ene-8-carboxylate). Isolated yield 57.2%. RXN SMILES: FC(F)(F)S(O[C:7]1[CH2:13][CH:12]2[N:14]([C:15]([O:17][C:18]([CH3:21])([CH3:20])[CH3:19])=[O:16])[CH:9]([CH2:10][CH2:11]2)[CH:8]=1)(=O)=O.CC1(C)C(C)(C)OB([C:32]2[CH:37]=[CH:36][N:35]=[CH:34][CH:33]=2)O1.[Cl-].[Li+].P([O-])([O-])([O-])=O.[K+].[K+].[K+]>CN(C1C(C2[C-]=CC=CC=2)=CC=CC=1)C.C1[C@H]2CC(PC3[C@H]4C[C@H](CC4)C3)[C@H](C2)C1.Cl[Pd+].C(OCC)(=O)C.O.O1CCOCC1>[N:35]1[CH:36]=[CH:37][C:32]([C:7]2[CH2:13][CH:12]3[N:14]([C:15]([O:17][C:18]([CH3:21])([CH3:20])[CH3:19])=[O:16])[CH:9]([CH2:10][CH2:11]3)[CH:8]=2)=[CH:33][CH:34]=1 |f:2.3,4.5.6.7,8.9.10|. Procedure: 1 g of tert-butyl 3-{[(trifluoromethyl)sulfonyl]oxy}-8-azabicyclo[3.2.1]oct-2-ene-8-carboxylate, 0.975 g of 4-(4,4,5,5-tetramethyl-1,3,2-dioxaborolan-2-yl)pyridine, 0.24 g of lithium chloride, 1.78 g of potassium phosphate, 0.157 g of 2′-(dimethylamino)-2-biphenylpalladium(II)chloride dinorbornylphosphine and 10 ml of dioxane are introduced into an 80 ml glass tube. The tube is sealed and then heated at 100° C. under microwave irradiation for 30 minutes. Water and ethyl acetate are added. The aq... The reactants are O=Cc1cccc(C(=O)O)c1, O=C(Cl)C(=O)Cl, ClCCl, Cl, [NH4+], CN(C)C=O, [OH-]. Yields the product NC(=O)c1cccc(C=O)c1. As a reaction SMILES: [C:7](=[O:8])([OH:9])[c:10]1[cH:11][c:12]([CH:13]=[O:14])[cH:15][cH:16][cH:17]1.[Cl:1][C:2]([C:3]([Cl:4])=[O:5])=[O:6].[Cl:21][CH2:22][Cl:23].[ClH:20].[NH4+:19].[O:24]=[CH:25][N:26]([CH3:27])[CH3:28].[OH-:18]>>[C:7](=[O:8])([c:10]1[cH:11][c:12]([CH:13]=[O:14])[cH:15][cH:16][cH:17]1)[NH2:19]. Reactants: NC1=C(C(=O)N)C=C(C=N1)Cl (2-amino-5-chloronicotinamide), BrCC1=C(C=C(C=C1)S(=O)(=O)C)Cl (1-(bromomethyl)-2-chloro-4-(methylsulfonyl)benzene). Run in C(C)(=O)OCC (ethyl acetate), CN(C=O)C (N,N-dimethylformamide). Reaction conditions: temperature 100 celsius, time 14 hour. The product is Br.ClC=1C=C(C(N(C1)CC1=C(C=C(C=C1)S(=O)(=O)C)Cl)=N)C(=O)N (5-chloro-1-[2-chloro-4-(methylsulfonyl)benzyl]-2-imino-1,2-dihydropyridine-3-carboxamide hydrobromide). Isolated yield 22.6%. RXN SMILES: [NH2:1][C:2]1[N:10]=[CH:9][C:8]([Cl:11])=[CH:7][C:3]=1[C:4]([NH2:6])=[O:5].[Br:12][CH2:13][C:14]1[CH:19]=[CH:18][C:17]([S:20]([CH3:23])(=[O:22])=[O:21])=[CH:16][C:15]=1[Cl:24]>CN(C)C=O.C(OCC)(=O)C>[BrH:12].[Cl:11][C:8]1[CH:7]=[C:3]([C:4]([NH2:6])=[O:5])[C:2](=[NH:1])[N:10]([CH2:13][C:14]2[CH:19]=[CH:18][C:17]([S:20]([CH3:23])(=[O:21])=[O:22])=[CH:16][C:15]=2[Cl:24])[CH:9]=1 |f:4.5|. Procedure details: To a solution of 2-amino-5-chloronicotinamide (0.15 g) in N,N-dimethylformamide (3 ml) was added 1-(bromomethyl)-2-chloro-4-(methylsulfonyl)benzene (0.37 g), and the mixture was stirred at 100° C. for 14 hr. The reaction mixture was diluted with ethyl acetate. The precipitate was collected by filtration and washed with ethyl acetate. The obtained precipitate was recrystallized from methanol-ethyl acetate to give the title compound (90 mg). Reactants: FC(C1=NN=C(O1)C=1C=C2C(NC=NC2=CC1)=O)(F)F (6-(5-Trifluoromethyl-1,3,4-oxadiazol-2-yl)quinazolin-4-one), P(=O)(Cl)(Cl)Cl (phosphorus oxychloride). Solvent: C(C)N(CC)CC (triethylamine). The product is ClC1=NC=NC2=CC=C(C=C12)C=1OC(=NN1)C(F)(F)F (4-Chloro-6-(5-trifluoromethyl-1,3,4-oxadiazol-2-yl)quinazoline). As a reaction SMILES: [F:1][C:2]([F:20])([F:19])[C:3]1[O:7][C:6]([C:8]2[CH:9]=[C:10]3[C:15](=[CH:16][CH:17]=2)[N:14]=[CH:13][NH:12][C:11]3=O)=[N:5][N:4]=1.P(Cl)(Cl)([Cl:23])=O>C(N(CC)CC)C>[Cl:23][C:11]1[C:10]2[C:15](=[CH:16][CH:17]=[C:8]([C:6]3[O:7][C:3]([C:2]([F:20])([F:19])[F:1])=[N:4][N:5]=3)[CH:9]=2)[N:14]=[CH:13][N:12]=1. Reported procedure: 6-(5-Trifluoromethyl-1,3,4-oxadiazol-2-yl)quinazolin-4-one (0.79 g) was treated with phosphorus oxychloride (18 ml) and triethylamine (8 ml) at reflux under N2 for 2 hours. The mixture was concentrated in vacuo and the residue azeotroped with toluene. This was then taken up in ethyl acetate and washed with 5% sodium bicarbonate and saturated brine, dried over magnesium sulphate and concentrated in vacuo to give the title compound (0.76 g) as an orange solid; δH CDCl3 9.17(1H,s), 9.05 (1H,d), 8.6... The reactants are N(=[N+]=[N-])C(C)C1=NC2=C(C=NC=C2)N1C1=CC=CC=C1 (2-(1-azidoethyl)-3-phenyl-3H-imidazo[4,5-c]pyridine). Reagents/catalysts: [Pd] (palladium on carbon). Solvent: CCOC(=O)C (EtOAc). Reaction conditions: temperature 20 celsius, time 3 hour. Product: C1(=CC=CC=C1)N1C(=NC2=C1C=NC=C2)C(C)N (1-(3-Phenyl-3H-imidazo[4,5-c]pyridin-2-yl)ethylamine). Isolated yield 65.6%. RXN SMILES: [N:1]([CH:4]([C:6]1[N:14]([C:15]2[CH:20]=[CH:19][CH:18]=[CH:17][CH:16]=2)[C:9]2[CH:10]=[N:11][CH:12]=[CH:13][C:8]=2[N:7]=1)[CH3:5])=[N+]=[N-]>[Pd].CCOC(C)=O>[C:15]1([N:14]2[C:9]3[CH:10]=[N:11][CH:12]=[CH:13][C:8]=3[N:7]=[C:6]2[CH:4]([NH2:1])[CH3:5])[CH:16]=[CH:17][CH:18]=[CH:19][CH:20]=1. Procedure: A mixture of 2-(1-azidoethyl)-3-phenyl-3H-imidazo[4,5-c]pyridine (0.89 g, 3.39 mmol) and 10% palladium on carbon (0.20 g) in EtOAc (40 mL) was stirred under an atmosphere of hydrogen at atmospheric pressure and 20° C. for 3 h. The catalyst was removed by filtration and the filtrate concentrated in vacuo. The resulting residue was purified by chromatography (SiO2 0-10% (2M ammonia in methanol) in DCM) to give the title compound as a white solid (0.53 g, 65%). LCMS (method H): Rt 0.25 min, [M+H]+ ... Starting materials: C1CCOC1, CCO, Cl, CCOC(=O)c1cn2ncnc(N)c2c1-c1ccc(N)c(F)c1, [Na+], [OH-]. Yields the product Nc1ccc(-c2c(C(=O)O)cn3ncnc(N)c23)cc1F. RXN SMILES: [CH2:27]1[O:28][CH2:29][CH2:30][CH2:31]1.[CH3:32][CH2:33][OH:34].[ClH:26].[NH2:3][c:4]1[n:5][cH:6][n:7][n:8]2[c:9]1[c:10](-[c:18]1[cH:19][c:20]([F:25])[c:21]([NH2:24])[cH:22][cH:23]1)[c:11]([C:13](=[O:14])[O:15][CH2:16][CH3:17])[cH:12]2.[Na+:2].[OH-:1]>>[NH2:3][c:4]1[n:5][cH:6][n:7][n:8]2[c:9]1[c:10](-[c:18]1[cH:19][c:20]([F:25])[c:21]([NH2:24])[cH:22][cH:23]1)[c:11]([C:13](=[O:14])[OH:15])[cH:12]2. Reactants: [BH4-].[Na+] (NaBH4), N1=CN=CC(=C1)C1=CC=C(C=O)C=C1 (4-(5-pyrimidinyl)-benzaldehyde), [BH4-].[Na+] (NaBH4). Solvent: CO (CH3OH). Conditions: time 2 hour. The product is N1=CN=CC(=C1)C1=CC=C(CO)C=C1 (4-(5-pyrimidinyl)-benzyl alcohol). RXN SMILES: [N:1]1[CH:6]=[C:5]([C:7]2[CH:14]=[CH:13][C:10]([CH:11]=[O:12])=[CH:9][CH:8]=2)[CH:4]=[N:3][CH:2]=1.[BH4-].[Na+]>CO>[N:1]1[CH:6]=[C:5]([C:7]2[CH:8]=[CH:9][C:10]([CH2:11][OH:12])=[CH:13][CH:14]=2)[CH:4]=[N:3][CH:2]=1 |f:1.2|. Reported procedure: To a 100 mL recovery flask was added 4-(5-pyrimidinyl)-benzaldehyde 48 (1.01 g, 5.49 mmol, 1.0 eq.) and CH3OH (30 mL). The resulting suspension was stirred upon which NaBH4 (311 mg, 8.23 mmol, 1.5 eq.) was added. Upon addition of NaBH4 the reaction became homogeneous. After stirring at room temperature for 2 h, the reaction was complete by LC/MS. The reaction mixture was concentrated and diluted with EtOAc upon which it was washed with a succession of water and brine. The aqueous phases were com... Reactants: COC(=O)c1ccc(OC)c(C#N)c1, CO, Cl, [Li+], [OH-], O. Product: COc1ccc(C(=O)O)cc1C#N. As a reaction SMILES: [C:1](#[N:2])[c:3]1[cH:4][c:5]([C:6](=[O:7])[O:8][CH3:9])[cH:10][cH:11][c:12]1[O:13][CH3:14].[CH3:18][OH:19].[ClH:17].[Li+:16].[OH-:15].[OH2:20]>>[C:1](#[N:2])[c:3]1[cH:4][c:5]([C:6](=[O:7])[OH:8])[cH:10][cH:11][c:12]1[O:13][CH3:14].